Dataset: the Open Reaction Database (ORD), a public repository of structured organic reaction records. Task: describe an organic reaction: reactants, conditions, products, and yield The reactants are C(C)(C)(C)OC(=O)N1CC(C1)NC=1C=C2N3[C@@H](C(NN=C3COC2=CC1C1=CC=CC=C1)=O)C (3-(4(R)-methyl-3-oxo-7-phenyl-2,3,4,10-tetrahydro-9-oxa-1,2,4a-triaza-phenanthren-6-ylamino)-azetidine-1-carboxylic acid tert-butyl ester), C(=O)(C(F)(F)F)O (TFA). The solvent is C(Cl)Cl (DCM). Product: FC(C(=O)O)(F)F.N1CC(C1)NC=1C=C2N3[C@@H](C(NN=C3COC2=CC1C1=CC=CC=C1)=O)C (6-(azetidin-3-ylamino)-4(R)-methyl-7-phenyl-2,10-dihydro-9-oxa-1,2,4a-triaza-phenanthren-3-one trifluoroacetic acid). Yield: 65.0%. As a reaction SMILES: C(OC([N:8]1[CH2:11][CH:10]([NH:12][C:13]2[CH:14]=[C:15]3[C:24](=[CH:25][C:26]=2[C:27]2[CH:32]=[CH:31][CH:30]=[CH:29][CH:28]=2)[O:23][CH2:22][C:21]2[N:16]3[C@H:17]([CH3:34])[C:18](=[O:33])[NH:19][N:20]=2)[CH2:9]1)=O)(C)(C)C.[C:35]([OH:41])([C:37]([F:40])([F:39])[F:38])=[O:36]>C(Cl)Cl>[F:38][C:37]([F:40])([F:39])[C:35]([OH:41])=[O:36].[NH:8]1[CH2:9][CH:10]([NH:12][C:13]2[CH:14]=[C:15]3[C:24](=[CH:25][C:26]=2[C:27]2[CH:32]=[CH:31][CH:30]=[CH:29][CH:28]=2)[O:23][CH2:22][C:21]2[N:16]3[C@H:17]([CH3:34])[C:18](=[O:33])[NH:19][N:20]=2)[CH2:11]1 |f:3.4|. Reported procedure: A solution of 3-(4(R)-methyl-3-oxo-7-phenyl-2,3,4,10-tetrahydro-9-oxa-1,2,4a-triaza-phenanthren-6-ylamino)-azetidine-1-carboxylic acid tert-butyl ester (enantiomer 1, SFC (Table 1, Method 1), Rt=3.374 min., 0.281 g, 0.61 mmol) in TFA (4 mL) and DCM (24 mL) was stirred at ambient temperature for 3 h. The solvent was removed in vacuo to give 6-(azetidin-3-ylamino)-4(R)-methyl-7-phenyl-2,10-dihydro-9-oxa-1,2,4a-triaza-phenanthren-3-one trifluoroacetic acid (Example #1-1, Enantiomer 1, SFC (Table 1,... The reactants are FC1=CC(=CC2=CC=C(C=C12)OC)C(=CC(=O)OCC)C (Ethyl 3-(4-fluoro-6-methoxy-2-naphthyl)-but-2-enoate), [H][H] (hydrogen). Reagents/catalysts: [Pd] (palladium on charcoal). Run in C(C)(=O)OCC (ethyl acetate). Yields the product FC1=CC(=CC2=CC=C(C=C12)OC)C(CC(=O)OCC)C (ethyl 3-(4-fluoro-6-methoxy-2-naphthyl)-butanoate). RXN SMILES: [F:1][C:2]1[C:11]2[C:6](=[CH:7][CH:8]=[C:9]([O:12][CH3:13])[CH:10]=2)[CH:5]=[C:4]([C:14]([CH3:21])=[CH:15][C:16]([O:18][CH2:19][CH3:20])=[O:17])[CH:3]=1.[H][H]>C(OCC)(=O)C.[Pd]>[F:1][C:2]1[C:11]2[C:6](=[CH:7][CH:8]=[C:9]([O:12][CH3:13])[CH:10]=2)[CH:5]=[C:4]([CH:14]([CH3:21])[CH2:15][C:16]([O:18][CH2:19][CH3:20])=[O:17])[CH:3]=1. Procedure: Ethyl 3-(4-fluoro-6-methoxy-2-naphthyl)-but-2-enoate (12 g) was dissolved in ethyl acetate (100 ml) and 5% palladium on charcoal (1.5 g) was added. The mixture was shaken under a hydrogen atmosphere until uptake of hydrogen ceased (ca. 1 hour). The catalyst was removed by filtration through a celite bed and the solvent was removed under reduced pressure to give ethyl 3-(4-fluoro-6-methoxy-2-naphthyl)-butanoate as an oil (11.9 g., 98%). The reactants are O[C@H]1CN2CCC1CC2 (3-(R)-Hydroxyquinuclidine), IC1=CC=C(C=C1)I (1,4-diiodobenzene). Product: IC1=CC=C(O[C@H]2CN3CCC2CC3)C=C1 ((3R)-3-(4-iodophenoxy)quinuclidine). As a reaction SMILES: [OH:1][C@@H:2]1[CH:7]2[CH2:8][CH2:9][N:4]([CH2:5][CH2:6]2)[CH2:3]1.[I:10][C:11]1[CH:16]=[CH:15][C:14](I)=[CH:13][CH:12]=1>>[I:10][C:11]1[CH:16]=[CH:15][C:14]([O:1][C@@H:2]2[CH:7]3[CH2:8][CH2:9][N:4]([CH2:5][CH2:6]3)[CH2:3]2)=[CH:13][CH:12]=1. Procedure details: 3-(R)-Hydroxyquinuclidine (the product of Reference Example 1, 0.64 g, 5.0 mmol) was treated with 1,4-diiodobenzene (1.98 g, 6.0 mmol) according to the procedure of Example 14A. The title compound was purified by flash chromatography (SiO2, CH2Cl2:MeOH:NH3.H2O, 90:10:1, Rf. 0.30) as a solid (0.50 g, yield, 15%). 1H NMR (MeOH-d4, 300 MHz) δ 1.41–1.54 (m, 1H), 1.59–1.73 (m, 1H), 1.73–1.86 (m, 1H), 1.92–2.05 (m, 1H), 2.09–2.17 (m, 1H), 2.71–2.97 (m, 5H), 3.24–3.34 (m, 1H), 4.44–4.52 (m, 1H), 6.72 (... The reactants are C1=CN(C=N1)C(=S)N2C=CN=C2 (N,N'-thiocarbonyldiimidazole), NC1=C(C=CC(=C1N)OC)CCN(C)C (N-[2-(2,3-diamino-4-methoxyphenyl)ethyl]-N,N-dimethylamine). The solvent is O1CCCC1 (tetrahydrofuran). The product is COC1=CC=C(C2=C1NC(N2)=S)CCN(C)C (7-methoxy-4-[2-(N,N-dimethylamino)ethyl]-2,3-dihydro-2-benzimidazolethione). The yield is 78.3%. RXN SMILES: [NH2:1][C:2]1[C:7]([NH2:8])=[C:6]([O:9][CH3:10])[CH:5]=[CH:4][C:3]=1[CH2:11][CH2:12][N:13]([CH3:15])[CH3:14].C1N=CN([C:21](N2C=NC=C2)=[S:22])C=1>O1CCCC1>[CH3:10][O:9][C:6]1[C:7]2[NH:8][C:21](=[S:22])[NH:1][C:2]=2[C:3]([CH2:11][CH2:12][N:13]([CH3:15])[CH3:14])=[CH:4][CH:5]=1. Procedure: 500 mg of N-[2-(2,3-diamino-4-methoxyphenyl)ethyl]-N,N-dimethylamine is heated for 3 hours under reflux with 50 ml of tetrahydrofuran and 430 mg of N,N'-thiocarbonyldiimidazole. After concentration, the residue is combined with water. The precipitate is recrystallized from ethanol, thus obtaining 470 mg of 7-methoxy-4-[2-(N,N-dimethylamino)ethyl]-2,3-dihydro-2-benzimidazolethione, mp 213°-216° C. The reactants are C(C)(=O)NNC(C1=C(N=C(C(=C1)CC)OC)C)=O (5-ethyl-6-methoxy-2-methyl-nicotinic acid N′-acetyl-hydrazide), S(=O)(=O)(C1=CC=C(C)C=C1)Cl (tosyl chloride), C(C)(C)(C)N=P1(N(CCCN1C)C)N(CC)CC (2-t-butylimino-2-diethylamino-1,3-dimethyl-perhydro-1,3,2-diazaphosphorine). Solvent: O1CCCC1 (tetrahydrofuran). Reaction conditions: temperature 145 celsius, time 3 minute. Yields the product CC1=NN=C(O1)C1=NC=CC=C1 (5-methyl-[1,3,4]oxadiazol-2-yl-pyridine). Isolated yield 73.0%. As a reaction SMILES: [C:1]([NH:4][NH:5]C(=O)C1C=C(CC)C(OC)=NC=1C)(=[O:3])[CH3:2].S(Cl)([C:22]1[CH:28]=[CH:27][C:25](C)=[CH:24][CH:23]=1)(=O)=O.C([N:34]=P1(N(CC)CC)N(C)CCCN1C)(C)(C)C>O1CCCC1>[CH3:2][C:1]1[O:3][C:22]([C:28]2[CH:27]=[CH:25][CH:24]=[CH:23][N:34]=2)=[N:5][N:4]=1. Reported procedure: Into each of two microwave vials is added 5-ethyl-6-methoxy-2-methyl-nicotinic acid N′-acetyl-hydrazide (100 mg), tosyl chloride (64 mg, 0.336 mmol), and 2-t-butylimino-2-diethylamino-1,3-dimethyl-perhydro-1,3,2-diazaphosphorine on polystyrene (2.2 mmol/g, 634 mg, 1.39 mmol) and anhydrous tetrahydrofuran (6 mL). Each vial is flushed with nitrogen, sealed and heated in the CEM Discover microwave at 145° C. holding at that temperature for 3 min, with a maximum pressure of 6.5 bar. LC/MS shows the ... Starting materials: COC=1C=C(CN(C(=O)C2=NC(=NC=C2C2=C(C=CC=C2)C)S(=O)(=O)C)C)C=C(C1)OC (2-methanesulfonyl-5-o-tolyl-pyrimidine-4-carboxylic acid (3,5-dimethoxy-benzyl)-methyl-amide), O1CCOCC1 (dioxane). Conditions: time 16 hour. Yields the product COC=1C=C(CN(C(=O)C2=NC(=NC=C2C2=C(C=CC=C2)C)N2CCN(CC2)C)C)C=C(C1)OC (2-(4-methyl-piperazin-1-yl)-5-o-tolyl-pyrimidine-4-carboxylic acid (3,5-dimethoxy-benzyl)-methyl-amide). Yield: 168.2%. As a reaction SMILES: [CH3:1][O:2][C:3]1[CH:4]=[C:5]([CH:28]=[C:29]([O:31][CH3:32])[CH:30]=1)[CH2:6][N:7]([CH3:27])[C:8]([C:10]1[C:15]([C:16]2[CH:21]=[CH:20][CH:19]=[CH:18][C:17]=2[CH3:22])=[CH:14][N:13]=[C:12](S(C)(=O)=O)[N:11]=1)=[O:9].O1[CH2:38][CH2:37]OCC1>>[CH3:1][O:2][C:3]1[CH:4]=[C:5]([CH:28]=[C:29]([O:31][CH3:32])[CH:30]=1)[CH2:6][N:7]([CH3:27])[C:8]([C:10]1[C:15]([C:16]2[CH:21]=[CH:20][CH:19]=[CH:18][C:17]=2[CH3:22])=[CH:14][N:13]=[C:12]([N:11]2[CH2:38][CH2:37][N:7]([CH3:6])[CH2:8][CH2:10]2)[N:11]=1)=[O:9]. Reported procedure: To a solution of 0.18 g (0.4 mmol) 2-methanesulfonyl-5-o-tolyl-pyrimidine-4-carboxylic acid (3,5-dimethoxy-benzyl)-methyl-amide in 10 ml dioxane 0.11 ml (0.99 mmol) 1-methylpiperazine was added. The reaction mixture was stirred for 16 hrs. After evaporation of the solvent, the residue was distributed between 50 ml CH2Cl2 and 50 ml H2O. The aqueous layer was extracted with 50 ml CH2Cl2, the combined organic layers dried (MgSO4), filtered and evaporated. The residue was purified by chromatography ...